Dataset: the Open Reaction Database (ORD), a public repository of structured organic reaction records. Task: describe an organic reaction: reactants, conditions, products, and yield The reactants are FC1=CC=C(C=C1)C(C#N)(C1=NC=CC=C1)C1CCNCC1 (α-(4-fluorophenyl)-α-(4-piperidinyl)2-pyridineacetonitrile), O(C1=CC=CC=C1)CCCBr (3-phenoxypropyl bromide), C([O-])(O)=O.[K+] (potassium bicarbonate), oxalate salt, CO.C(C)OCC (methanol ethyl ether). Run in C(Cl)(Cl)Cl (chloroform), C1=CC=CC=C1 (benzene). Yields the product C(C(=O)O)(=O)O.FC1=CC=C(C=C1)C(C#N)(C1=NC=CC=C1)C1CCN(CC1)CCCOC1=CC=CC=C1 (α-(4-Fluorophenyl)-α-[1-(3-phenoxypropyl)-4-piperidinyl]-2-pyridineacetonitrile oxalate). Yield: 48.4%. Reaction SMILES: [F:1][C:2]1[CH:7]=[CH:6][C:5]([C:8]([CH:17]2[CH2:22][CH2:21][NH:20][CH2:19][CH2:18]2)([C:11]2[CH:16]=[CH:15][CH:14]=[CH:13][N:12]=2)[C:9]#[N:10])=[CH:4][CH:3]=1.[O:23]([CH2:30][CH2:31][CH2:32]Br)[C:24]1[CH:29]=[CH:28][CH:27]=[CH:26][CH:25]=1.[C:34](=[O:37])([OH:36])[O-].[K+].CO.C([O:43]CC)C>C1C=CC=CC=1.C(Cl)(Cl)Cl>[C:30]([OH:23])(=[O:43])[C:34]([OH:36])=[O:37].[F:1][C:2]1[CH:7]=[CH:6][C:5]([C:8]([CH:17]2[CH2:22][CH2:21][N:20]([CH2:32][CH2:31][CH2:30][O:23][C:24]3[CH:29]=[CH:28][CH:27]=[CH:26][CH:25]=3)[CH2:19][CH2:18]2)([C:11]2[CH:16]=[CH:15][CH:14]=[CH:13][N:12]=2)[C:9]#[N:10])=[CH:4][CH:3]=1 |f:2.3,4.5,8.9|. Procedure details: A mixture of α-(4-fluorophenyl)-α-(4-piperidinyl)2-pyridineacetonitrile (11.30 g, 0.0383 mole), 3-phenoxypropyl bromide (8.20 g, 0.0383 mole), and potassium bicarbonate (4.0 g, 0.04 mole) was heated overnight at reflux in 350 ml of acetonitrile (dried over 4A molecular sieves). The reaction mixture was cooled to room temperature and filtered, and solvent removed by rotary evaporation. A dark brown oil was obtained and dissolved in chloroform. The chloroform layer was extracted with 5% sodium hyd... The reactants are CC=1SC2=C(N1)C=CC=C2 (2-methylbenzothiazole), BrCCO (2-bromoethanol). Run in C(C)(=O)OCC (ethyl acetate). Run at temperature 110 celsius. Product: [Br-].OCC[N+]1=C(SC2=C1C=CC=C2)C (3-(2-Hydroxy)ethyl-2-methylbenzothiazolium Bromide). The yield is 39.0%. Reaction SMILES: [CH3:1][C:2]1[S:3][C:4]2[CH:10]=[CH:9][CH:8]=[CH:7][C:5]=2[N:6]=1.[Br:11][CH2:12][CH2:13][OH:14]>C(OCC)(=O)C>[Br-:11].[OH:14][CH2:13][CH2:12][N+:6]1[C:5]2[CH:7]=[CH:8][CH:9]=[CH:10][C:4]=2[S:3][C:2]=1[CH3:1] |f:3.4|. Reported procedure: A solution of 2-methylbenzothiazole (5.87 g) and 2-bromoethanol (49.2 g) was stirred and heated in an oil bath at 110° C. for 18 hours. After cooling the reaction mixture to room temperature, adding ethyl acetate (100 ml), and decanting, the resultant solid was then dissolved in methanol (50 ml) and precipitated with ethyl acetate (300 ml). The solid was again recrystallized from a mixture of methanol and ethyl acetate, washed with ethyl acetate (2×25 ml) and dried in an oven under high vacuum a... Reactants: [OH-].[Na+] (sodium hydroxide), O(C1=CC=CC=C1)CC(=O)Cl (phenoxyacetyl chloride), ONCCCP(O)(O)=O (3-(N-hydroxyamino)propylphosphonic acid), [OH-].[Na+] (sodium hydroxide). Run in CC(=O)C (acetone), CC(=O)C (acetone). Product: ON(C(COC1=CC=CC=C1)=O)CCCP(O)(O)=O (3-(N-hydroxy-N-phenoxyacetylamino)propylphosphonic acid). Yield: 3.6%. As a reaction SMILES: [O:1]([CH2:8][C:9](Cl)=[O:10])[C:2]1[CH:7]=[CH:6][CH:5]=[CH:4][CH:3]=1.[OH:12][NH:13][CH2:14][CH2:15][CH2:16][P:17](=[O:20])([OH:19])[OH:18].[OH-].[Na+]>CC(C)=O>[OH:12][N:13]([CH2:14][CH2:15][CH2:16][P:17](=[O:18])([OH:20])[OH:19])[C:9](=[O:10])[CH2:8][O:1][C:2]1[CH:7]=[CH:6][CH:5]=[CH:4][CH:3]=1 |f:2.3|. Procedure: A solution of phenoxyacetyl chloride (3.4 g.) in dried acetone (10 ml.) was added dropwise to a solution of 3-(N-hydroxyamino)propylphosphonic acid (1.51 g.) in mixture of 1 N aqueous sodium hydroxide solution (30 ml.) and acetone (20 ml.) under ice-cooling in the course of 10 minutes, and the mixture was stirred for an hour at the same temperature, and then adjusted to pH 10 with 1 N aqueous sodium hydroxide solution. The acetone was distilled off from the reaction mixture, and the remaining aq... The reactants are [BH4-], CCOC(=O)c1ccc(C(=O)O)nn1, COCCOC, CN1CCOCC1, CC(C)COC(=O)Cl, [Na+], O. The product is CCOC(=O)c1ccc(CO)nn1. As a reaction SMILES: [BH4-:30].[CH2:1]([CH3:2])[O:3][C:4](=[O:5])[c:6]1[cH:7][cH:8][c:9]([C:12](=[O:13])[OH:14])[n:10][n:11]1.[CH2:32]([CH2:33][O:34][CH3:35])[O:36][CH3:37].[CH3:15][N:16]1[CH2:17][CH2:18][O:19][CH2:20][CH2:21]1.[Cl:22][C:23]([O:24][CH2:25][CH:26]([CH3:27])[CH3:28])=[O:29].[Na+:31].[OH2:38]>>[CH2:1]([CH3:2])[O:3][C:4](=[O:5])[c:6]1[cH:7][cH:8][c:9]([CH2:12][OH:13])[n:10][n:11]1. Reactants: C1(=CC=CC=C1)CN1C(C2(CC2)C(C1)=O)=O (5-(phenylmethyl)-5-azaspiro[2.4]heptane-4,7-dione), C(C)(=O)[O-].[Na+] (sodium acetate), Cl.CON (O-methylhydroxylamine hydrochloride). The solvent is CO (MeOH), C(Cl)Cl (DCM). Conditions: time 8 hour. Yields the product CO\N=C\1/CN(C(C12CC2)=O)CC2=CC=CC=C2 ((7Z)-5-(phenylmethyl)-5-azaspiro[2.4]heptane-4,7-dione 7-(O-methyloxime)). Yield: 108.0%. As a reaction SMILES: [C:1]1([CH2:7][N:8]2[CH2:14][C:13](=O)[C:10]3([CH2:12][CH2:11]3)[C:9]2=[O:16])[CH:6]=[CH:5][CH:4]=[CH:3][CH:2]=1.C([O-])(=O)C.[Na+].Cl.[CH3:23][O:24][NH2:25]>CO.C(Cl)Cl>[CH3:23][O:24]/[N:25]=[C:13]1\[CH2:14][N:8]([CH2:7][C:1]2[CH:6]=[CH:5][CH:4]=[CH:3][CH:2]=2)[C:9](=[O:16])[C:10]2\1[CH2:12][CH2:11]2 |f:1.2,3.4|. Procedure details: To a solution of 5-(phenylmethyl)-5-azaspiro[2.4]heptane-4,7-dione (2.7802 g, 12.92 mmol) in MeOH (65 mL) was added sodium acetate (2.12 g, 25.8 mmol) and O-methylhydroxylamine hydrochloride (2.16 g, 25.9 mmol). The mixture was stirred overnight, and then diluted with DCM (100 mL). The mixture was washed with sat. aq. NaHCO3, and the organic phase was dried over anhydrous MgSO4, filtered, and concentrated in vacuo to give crude (7Z)-5-(phenylmethyl)-5-azaspiro[2.4]heptane-4,7-dione 7-(O-methylox... The reactants are CC=1OC=CC(C1OC[C@@](C1=CC=CC=C1)(N)C(=O)OC(C)(C)C)=O (2-methyl-3-[(2R)-Boc-amino-2-phenylethoxy]-4H-pyran-4-one), FC1=C(CN)C(=CC=C1)F (2,6-difluorobenzyl amine), boc. The solvent is C(C)O (ethanol). Reaction conditions: temperature 120 celsius, time 16 hour. Yields the product FC1=C(CN2C(=C(C(C=C2)=O)OC[C@@](C2=CC=CC=C2)(N)C(=O)OC(C)(C)C)C)C(=CC=C1)F (1-(2,6-Difluorobenzyl)-2-methyl-3-[(2R)-Boc-amino-2-phenylethoxy]-pyridin-4-one). As a reaction SMILES: [CH3:1][C:2]1O[CH:4]=[CH:5][C:6](=[O:25])[C:7]=1[O:8][CH2:9][C@:10]([C:18]([O:20][C:21]([CH3:24])([CH3:23])[CH3:22])=[O:19])([NH2:17])[C:11]1[CH:16]=[CH:15][CH:14]=[CH:13][CH:12]=1.[F:26][C:27]1[CH:34]=[CH:33][CH:32]=[C:31]([F:35])[C:28]=1[CH2:29][NH2:30]>C(O)C>[F:26][C:27]1[CH:34]=[CH:33][CH:32]=[C:31]([F:35])[C:28]=1[CH2:29][N:30]1[CH:4]=[CH:5][C:6](=[O:25])[C:7]([O:8][CH2:9][C@:10]([C:18]([O:20][C:21]([CH3:24])([CH3:23])[CH3:22])=[O:19])([NH2:17])[C:11]2[CH:16]=[CH:15][CH:14]=[CH:13][CH:12]=2)=[C:2]1[CH3:1]. Procedure details: Crude 2-methyl-3-[(2R)-Boc-amino-2-phenylethoxy]-4H-pyran-4-one (1.00 g, ˜2.90 mmol), 2,6-difluorobenzyl amine (700 μL, 5.8 mmol) and ethanol (3 mL) were combined and heated to 120° C. in a pressure vessel. After 16 h, the volatiles were removed in vacuo and the residue purified by column chromatography, eluting with EtOAc. The product was isolated as a white foam (204 mg, 0.43 mmol, 15%, assuming pure starting material). 1H NMR (CDCl3-300 MHz) δ 7.42-7.19 (m, 7H); 6.98 (t, J=8.1 Hz, 2H); 6.43 (... The reactants are O=C([O-])[O-], O=C1C=CC2=C(C1)n1ccc3c1=C(CCC=3)c1nncn12, C=CCBr, CN(C)C=O, [K+], [K+]. Yields the product C=CCC1C(=O)C=CC2=C1n1ccc3c1=C(CCC=3)c1nncn12. As a reaction SMILES: [C:22](=[O:23])([O-:24])[O-:25].[CH2:1]1[CH2:2][CH:3]=[c:4]2[c:5]3[n:11]([cH:12][cH:13]2)[C:10]2=[C:9]([n:8]4[c:7]([n:21][n:20][cH:19]4)[C:6]=31)[CH:17]=[CH:16][C:15](=[O:18])[CH2:14]2.[CH2:28]([CH:29]=[CH2:30])[Br:31].[CH3:32][N:33]([CH3:34])[CH:35]=[O:36].[K+:26].[K+:27]>>[CH2:1]1[CH2:2][CH:3]=[c:4]2[c:5]3[n:11]([cH:12][cH:13]2)[C:10]2=[C:9]([n:8]4[c:7]([n:21][n:20][cH:19]4)[C:6]=31)[CH:17]=[CH:16][C:15](=[O:18])[CH:14]2[CH2:30][CH:29]=[CH2:28]. Starting materials: C([O-])(O)=O.[Na+] (sodium bicarbonate), ClC(C(=O)C=1NC=CC1)(Cl)Cl (2-trichloroacetylpyrrole), C(C)(=O)OC(C)=O (acetic anhydride), [N+](=O)(O)[O-] (nitric acid), C(C)(=O)OC(C)=O (acetic anhydride). Run in C(C)(=O)O (acetic acid). Product: [N+](=O)([O-])C1=CC=C(N1)C(C(Cl)(Cl)Cl)=O (5-nitro-2-trichloroacetylpyrrole). RXN SMILES: [Cl:1][C:2]([Cl:11])([Cl:10])[C:3]([C:5]1[NH:6][CH:7]=[CH:8][CH:9]=1)=[O:4].C(OC(=O)C)(=O)C.[N+:19]([O-])([OH:21])=[O:20].C(=O)(O)[O-].[Na+]>C(O)(=O)C>[N+:19]([C:7]1[NH:6][C:5]([C:3](=[O:4])[C:2]([Cl:1])([Cl:10])[Cl:11])=[CH:9][CH:8]=1)([O-:21])=[O:20] |f:3.4|. Procedure: 21.3 g (0.1 mol) of 2-trichloroacetylpyrrole and 100 ml of acetic anhydride were introduced into a round-bottomed flask. At 0° C., a solution of 4.2 ml of fuming nitric acid, 8 ml of acetic acid and 8 ml of acetic anhydride was added dropwise and the temperature was permitted to increase to room temperature. The reaction medium was poured into ice, the pH adjusted to 8 with sodium bicarbonate, extracted with dichloromethane, the organic phase decanted off, dried over magnesium sulfate and evapor...